From a dataset of the Open Reaction Database (ORD), a public repository of structured organic reaction records. describe an organic reaction: reactants, conditions, products, and yield Starting materials: CC(CC(O)C(Cc1ccccc1)NC(=O)c1cc(-c2ccccc2)cc(N2CCCC2=O)c1)C(=O)NCCC(C)(C)C, O=C(O)c1cccc(N2C(=O)OCC2Cc2ccccc2)c1, CC(CC(O)C(N)Cc1ccccc1)C(=O)NC1CC2CCC1C2. Product: CC(CC(O)C(Cc1ccccc1)NC(=O)c1cccc(N2C(=O)OCC2Cc2ccccc2)c1)C(=O)NC1CC2CCC1C2. Reaction SMILES: [CH2:1]([CH:2]([NH:3][C:4](=[O:5])[c:6]1[cH:7][c:8](-[c:9]2[cH:10][cH:11][cH:12][cH:13][cH:14]2)[cH:15][c:16]([N:17]2[CH2:18][CH2:19][CH2:20][C:21]2=[O:22])[cH:23]1)[CH:24]([OH:25])[CH2:26][CH:27]([C:28](=[O:29])[NH:30][CH2:31][CH2:32][C:33]([CH3:34])([CH3:35])[CH3:36])[CH3:37])[c:38]1[cH:39][cH:40][cH:41][cH:42][cH:43]1.[CH2:44]([c:45]1[cH:46][cH:47][cH:48][cH:49][cH:50]1)[CH:51]1[N:52]([c:57]2[cH:58][c:59]([C:60](=[O:61])[OH:62])[cH:63][cH:64][cH:65]2)[C:53](=[O:56])[O:54][CH2:55]1.[CH:66]12[CH:67]([NH:73][C:74]([CH:75]([CH2:76][CH:77]([CH:78]([CH2:79][c:80]3[cH:81][cH:82][cH:83][cH:84][cH:85]3)[NH2:86])[OH:87])[CH3:88])=[O:89])[CH2:68][CH:69]([CH2:70][CH2:71]1)[CH2:72]2>>[CH2:44]([c:45]1[cH:46][cH:47][cH:48][cH:49][cH:50]1)[CH:51]1[N:52]([c:57]2[cH:58][c:59]([C:60](=[O:61])[NH:86][CH:78]([CH:77]([CH2:76][CH:75]([C:74]([NH:73][CH:67]3[CH:66]4[CH2:71][CH2:70][CH:69]([CH2:68]3)[CH2:72]4)=[O:89])[CH3:88])[OH:87])[CH2:79][c:80]3[cH:81][cH:82][cH:83][cH:84][cH:85]3)[cH:63][cH:64][cH:65]2)[C:53](=[O:56])[O:54][CH2:55]1. Reactants: C(C1=CC=CC=C1)OC=1C=C(CC2CCCCC(N2)=O)C=CC1[N+](=O)[O-] (7-(3-benzyloxy-4-nitrobenzyl)-azepan-2-one), O.O.[Sn](Cl)Cl (tin (II) chloride dihydrate), O (water). Solvent: CCOC(=O)C (EtOAc). Run at time 18 hour. Product: NC1=C(C=C(CC2CCCCC(N2)=O)C=C1)OCC1=CC=CC=C1 (7-(4-Amino-3-benzyloxybenzyl)-azepan-2-one). As a reaction SMILES: [CH2:1]([O:8][C:9]1[CH:10]=[C:11]([CH:21]=[CH:22][C:23]=1[N+:24]([O-])=O)[CH2:12][CH:13]1[NH:19][C:18](=[O:20])[CH2:17][CH2:16][CH2:15][CH2:14]1)[C:2]1[CH:7]=[CH:6][CH:5]=[CH:4][CH:3]=1.O.O.[Sn](Cl)Cl.O>CCOC(C)=O>[NH2:24][C:23]1[CH:22]=[CH:21][C:11]([CH2:12][CH:13]2[NH:19][C:18](=[O:20])[CH2:17][CH2:16][CH2:15][CH2:14]2)=[CH:10][C:9]=1[O:8][CH2:1][C:2]1[CH:3]=[CH:4][CH:5]=[CH:6][CH:7]=1 |f:1.2.3|. Procedure: To a solution of 7-(3-benzyloxy-4-nitrobenzyl)-azepan-2-one (600 mg, 1.7 mmol) in EtOAc (20 mL) is added tin (II) chloride dihydrate. The mixture is stirred at RT for 18 h then water is added. The mixture is extracted with EtOAc and the organic phase is washed with water and brine. The solution is dried over sodium sulfate and the solvent removed under reduced pressure to give the title compound: (M+1)+=325. Reactants: N#Cc1cccc(C(=O)O)c1, CN(C)C=O, Cc1ccccc1, O=S(Cl)Cl. The product is N#Cc1cccc(C(=O)Cl)c1. RXN SMILES: [C:1](#[N:2])[c:3]1[cH:4][c:5]([C:6](=[O:7])[OH:8])[cH:9][cH:10][cH:11]1.[CH3:16][N:17]([CH3:18])[CH:19]=[O:20].[CH3:21][c:22]1[cH:23][cH:24][cH:25][cH:26][cH:27]1.[S:12]([Cl:13])([Cl:14])=[O:15]>>[C:1](#[N:2])[c:3]1[cH:4][c:5]([C:6](=[O:7])[Cl:14])[cH:9][cH:10][cH:11]1.